describe an organic reaction: reactants, conditions, products, and yield From a dataset of the Open Reaction Database (ORD), a public repository of structured organic reaction records. The reactants are COC=1C=C2CCC(C2=CC1OC)=O (5,6 dimethoxyindan-1-one), [Cl-].[Li+] (lithium chloride), CN(C)C=O (DMF). Solvent: O (Water). Run at temperature 160 celsius, time 60 hour. The product is OC=1C=C2CCC(C2=CC1OC)=O (5-hydroxy-6-methoxy-indan-1-one). Reaction SMILES: C[O:2][C:3]1[CH:4]=[C:5]2[C:9](=[CH:10][C:11]=1[O:12][CH3:13])[C:8](=[O:14])[CH2:7][CH2:6]2.[Cl-].[Li+].CN(C=O)C>O>[OH:2][C:3]1[CH:4]=[C:5]2[C:9](=[CH:10][C:11]=1[O:12][CH3:13])[C:8](=[O:14])[CH2:7][CH2:6]2 |f:1.2|. Procedure: A mixture of 5,6 dimethoxyindan-1-one (25.0 g, 0.13 mole), lithium chloride (20.0 g, 0.47 mole) and DMF (200.0 mL) was stirred at 160° C. for 60 hrs. Water (400.0 mL) was added and the mixture washed with ethyl acetate. The aqueous layer was acidified with 2N HCl and extracted with ethyl acetate (2×300.0 mL). The organic layer was washed with brine and the solvent removed in vacuo. The crude material was purified on a silica gel column using DCM/MeOH(97/3) as the eluent. The solvent was removed ... Reactants: uridine 5′-diphospho-2-acetamido-2-deoxy-α-D-glacopyranoside, C(C(CO)(CO)N)O.Cl (Tris-HCl), [Mg+2].[Cl-].[Cl-] (MgCl2), p-anisaldehyde sugar, OC1[C@@H]([C@@H](O)[C@@H](O)[C@H](O1)CO)NC(=O)C (GalNAc), P(O)(=O)(OP(=O)(O)OP(=O)(O)O)OC[C@@H]1[C@H]([C@H]([C@@H](O1)N1C=NC=2C(N)=NC=NC12)O)O (ATP), C1=CN(C(=O)NC1=O)[C@H]2[C@@H]([C@@H]([C@H](O2)COP(=O)(O)OP(=O)(O)OP(=O)(O)O)O)O (UTP). Run in O (water), CCOC(=O)C (EtOAc), CO (MeOH), O (H2O), O (water). Run at time 30 minute. Yields the product CC(=O)N[C@@H]1[C@H]([C@H]([C@H](O[C@@H]1OP(=O)(O)OP(=O)(O)OC[C@@H]2[C@H]([C@H]([C@@H](O2)N3C=CC(=O)NC3=O)O)O)CO)O)O (UDP-GalNAc). Reaction SMILES: [OH:1][CH:2]1[O:9][C@H:8]([CH2:10][OH:11])[C@H:6]([OH:7])[C@H:4]([OH:5])[C@H:3]1[NH:12][C:13]([CH3:15])=[O:14].P(OC[C@H]1O[C@@H](N2C3N=CN=C(N)C=3N=C2)[C@H](O)[C@@H]1O)(OP(OP(O)(O)=O)(O)=O)(=O)O.[CH:47]1[C:53](=[O:54])[NH:52][C:50](=[O:51])[N:49]([C@@H:55]2[O:59][C@H:58]([CH2:60][O:61][P:62]([O:65][P:66](OP(O)(O)=O)([OH:68])=[O:67])([OH:64])=[O:63])[C@@H:57]([OH:74])[C@H:56]2[OH:75])[CH:48]=1.C(O)C(N)(CO)CO.Cl.[Mg+2].[Cl-].[Cl-]>O.CO.CCOC(C)=O>[CH3:15][C:13]([NH:12][C@H:3]1[C@@H:2]([O:1][P:66]([O:65][P:62]([O:61][CH2:60][C@H:58]2[O:59][C@@H:55]([N:49]3[C:50](=[O:51])[NH:52][C:53](=[O:54])[CH:47]=[CH:48]3)[C@H:56]([OH:75])[C@@H:57]2[OH:74])([OH:64])=[O:63])([OH:68])=[O:67])[O:9][C@H:8]([CH2:10][OH:11])[C@H:6]([OH:7])[C@@H:4]1[OH:5])=[O:14] |f:3.4,5.6.7|. Procedure: One-Pot Three-Enzyme Synthesis of uridine 5′-diphospho-2-acetamido-2-deoxy-α-D-glacopyranoside (UDP-GalNAc). GalNAc (100 mg, 1.0 eq), ATP (1.2 eq.), and UTP (1.2 eq.) were dissolved in water in a 50 mL centrifuge tube containing Tris-HCl buffer (100 mM, pH 8.0) and MgCl2 (10 mM). After the addition of NanK_ATCC55813 (3.5 mg), PmGlmU (5 mg), and PmPpA (2.5 mg), water was added to bring the volume of the reaction mixture to 20 mL. The reaction was carried out by incubating the solution in an isoth... Reactants: BrC=1C=CC(=C(C1)C(C)=O)O (1-(5-bromo-2-hydroxy-phenyl)-ethanone), CC1CC(CCC1)=O (3-methylcyclohexanone), N1CCCC1 (pyrrolidine). Solvent: CO (methanol). Run at time 8 hour. Product: BrC=1C=C2C(CC3(CC(CCC3)C)OC2=CC1)=O (6-bromo-3′-methylspiro[chroman-2,1′-cyclohexan]-4-one). Isolated yield 124.7%. Reaction SMILES: [Br:1][C:2]1[CH:3]=[CH:4][C:5]([OH:11])=[C:6]([C:8](=[O:10])[CH3:9])[CH:7]=1.[CH3:12][CH:13]1[CH2:18][CH2:17][CH2:16][C:15](=O)[CH2:14]1.N1CCCC1>CO>[Br:1][C:2]1[CH:7]=[C:6]2[C:5](=[CH:4][CH:3]=1)[O:11][C:15]1([CH2:16][CH2:17][CH2:18][CH:13]([CH3:12])[CH2:14]1)[CH2:9][C:8]2=[O:10]. Reported procedure: A mixture of 1-(5-bromo-2-hydroxy-phenyl)-ethanone (10 g, 46.7 mmol), 3-methylcyclohexanone (10.5 g, 93.4 mmol) and pyrrolidine (6.3 g, 88.8 mmol) in methanol (200 mL) was stirred overnight. The reaction mixture was concentrated in vacuo, and then H2O was added. The resulting solution was extracted with ethyl acetate. The organic layer was dried over anhydrous Na2SO4, filtered, and concentrated in vacuo to give 6-bromo-3′-methylspiro[chroman-2,1′-cyclohexan]-4-one (18 g, 100%). 1HNMR (CDCl3): 0.... Reactants: BrC=1C=CC2=C(C(OCC(N2)=O)(C=2SC=CC2)CC)C1 (7-bromo-5-ethyl-5-thien-2-yl-1,5-dihydro-4,1-benzoxazepin-2(3H)-one), BrC1=C(C=C(S1)C#N)C (5-bromo-4-methyl-thiophene-2-carbonitrile). Product: C(C)C1(OCC(NC2=C1C=C(C=C2)C2=C(C=C(S2)C#N)C)=O)C=2SC=CC2 (5-(5-Ethyl-2-oxo-5-thien-2-yl-1,2,3,5-tetrahydro-4,1-benzoxazepin-7-yl)-4-methylthiophene-2-carbonitrile). As a reaction SMILES: Br[C:2]1[CH:3]=[CH:4][C:5]2[NH:11][C:10](=[O:12])[CH2:9][O:8][C:7]([CH2:18][CH3:19])([C:13]3[S:14][CH:15]=[CH:16][CH:17]=3)[C:6]=2[CH:20]=1.Br[C:22]1[S:26][C:25]([C:27]#[N:28])=[CH:24][C:23]=1[CH3:29]>>[CH2:18]([C:7]1([C:13]2[S:14][CH:15]=[CH:16][CH:17]=2)[C:6]2[CH:20]=[C:2]([C:22]3[S:26][C:25]([C:27]#[N:28])=[CH:24][C:23]=3[CH3:29])[CH:3]=[CH:4][C:5]=2[NH:11][C:10](=[O:12])[CH2:9][O:8]1)[CH3:19]. Procedure: Prepared from 7-bromo-5-ethyl-5-thien-2-yl-1,5-dihydro-4,1-benzoxazepin-2(3H)-one and 5-bromo-4-methyl-thiophene-2-carbonitrile generally according to the procedures described in examples 82 and 1. An off-white solid: mp 182-184° C.; 1H NMR (DMSO-d6): δ 10.19 (s, 1H), 7.83 (s, 1H), 7.57 (dd, J=4.88, 0.98 Hz, 1H), 7.46 (dd, J=8.3, 1.95 Hz, 1H), 7.33 (d, J=1.95 Hz, 1H), 7.29 (d, J=8.3 Hz, 1H), 7.07 (dd, J=4.88, 3.42 Hz, 1H), 6.98 (dd, J=3.42, 0.98 Hz, 1H), 4.14 (d, J=15.6 Hz, 1H), 3.98 (d, J=15.13... Reactants: O (water), BrBr (bromine), FC1=CC=C(C=C1)C (4-fluorotoluene), II (iodine), O (water). The reagents and catalysts are [Fe] (iron). Solvent: C(C)(=O)O (acetic acid), C(C)(=O)O (acetic acid). Conditions: time 8 hour. Yields the product BrC1=C(C=CC(=C1)F)C (2-bromo-4-fluorotoluene), BrC=1C=C(C=CC1F)C (3-bromo-4-fluorotoluene). Reaction SMILES: [Br:1]Br.[F:3][C:4]1[CH:9]=[CH:8][C:7]([CH3:10])=[CH:6][CH:5]=1.II.O>C(O)(=O)C.[Fe]>[Br:1][C:8]1[CH:9]=[C:4]([F:3])[CH:5]=[CH:6][C:7]=1[CH3:10].[Br:1][C:5]1[CH:6]=[C:7]([CH3:10])[CH:8]=[CH:9][C:4]=1[F:3]. Reported procedure: A solution of 160 g of bromine in 60 ml of glacial acetic acid was added, in the course of 3 hours, to a solution of 110 g of 4-fluorotoluene in 40 ml of glacial acetic acid, to which 1.1 g of iron powder and 1.1 g of iodine had been added. The initially exothermic reaction was kept at 25° C. to 27° C., first by cooling with water and then with warm water. The mixture was subsequently stirred at the above temperature for 8 hours, the glacial acetic acid and unreacted 4-fluorotoluene were then di... Starting materials: ClC1=NC=CC(=N1)N1CCC(CC1)C1=CC=C(C=C1)C(C(=O)NCC)C (2-{4-[1-(2-chloro-pyrimidin-4-yl)-piperidin-4-yl]-phenyl}-N-ethyl-propionamide), C(C)O (ethanol), [H-].[Na+] (sodium hydride). Run in O1CCOCC1 (1,4-dioxane). Run at time 12 hour. Yields the product C(C)OC1=NC=CC(=N1)N1CCC(CC1)C1=CC=C(C=C1)C(C(=O)NCC)C (2-{4-[1-(2-Ethoxy-pyrimidin-4-yl)-piperidin-4-yl]-phenyl}-N-ethyl-propionamide). As a reaction SMILES: Cl[C:2]1[N:7]=[C:6]([N:8]2[CH2:13][CH2:12][CH:11]([C:14]3[CH:19]=[CH:18][C:17]([CH:20]([CH3:26])[C:21]([NH:23][CH2:24][CH3:25])=[O:22])=[CH:16][CH:15]=3)[CH2:10][CH2:9]2)[CH:5]=[CH:4][N:3]=1.[CH2:27]([OH:29])[CH3:28].[H-].[Na+]>O1CCOCC1>[CH2:27]([O:29][C:2]1[N:7]=[C:6]([N:8]2[CH2:13][CH2:12][CH:11]([C:14]3[CH:19]=[CH:18][C:17]([CH:20]([CH3:26])[C:21]([NH:23][CH2:24][CH3:25])=[O:22])=[CH:16][CH:15]=3)[CH2:10][CH2:9]2)[CH:5]=[CH:4][N:3]=1)[CH3:28] |f:2.3|. Procedure details: To 80 mg (0.22 mmol) 2-{4-[1-(2-chloro-pyrimidin-4-yl)-piperidin-4-yl]-phenyl}-N-ethyl-propionamide (XII.1) and 25 μL (0.43 mmol) ethanol in 1 mL 1,4-dioxane are added 26 mg (0.64 mmol) sodium hydride (60%) at 0° C. The mixture is stirred for 12 h at rt. After that time, the mixture is directly purified by HPLC (XBridge 10 μM; water, 0.3% NH4OH/MeOH) to yield the desired product.